This data is from the Open Reaction Database (ORD), a public repository of structured organic reaction records. The task is: describe an organic reaction: reactants, conditions, products, and yield Starting materials: COC=1C=C(C=O)C=C(C1OC)OC (3,4,5-trimethoxybenzaldehyde), C(CCCC)[Mg]Br (pentylmagnesium bromide). Product: COC=1C=C(C=C(C1OC)OC)C(CCCCC)=O (1-(3,4,5-trimethoxyphenyl)-1-hexanone). As a reaction SMILES: [CH3:1][O:2][C:3]1[CH:4]=[C:5]([CH:8]=[C:9]([O:13][CH3:14])[C:10]=1[O:11][CH3:12])[CH:6]=[O:7].[CH2:15]([Mg]Br)[CH2:16][CH2:17][CH2:18][CH3:19]>>[CH3:14][O:13][C:9]1[CH:8]=[C:5]([C:6](=[O:7])[CH2:15][CH2:16][CH2:17][CH2:18][CH3:19])[CH:4]=[C:3]([O:2][CH3:1])[C:10]=1[O:11][CH3:12]. Procedure details: Substantially the same procedure as in Process 1 of Example 48 was repeated using 3,4,5-trimethoxybenzaldehyde (3.92 g) and pentylmagnesium bromide (2.0 M diethyl ether solution, 12 ml) to give 1-(3,4,5-trimethoxyphenyl)-1-hexanone (3.27 g). Procedure: A mixture of 2-(1-methyl-piperidin-4-ylmethyl)-benzoic acid methyl ester (97 mg; 0.39 mmol; 1 eq.) and 5M NaOH (2 mL) in EtOH (3 mL) was stirred at 60° C. for 4 hours. After cooling down, the solution was neutralised with 1M HCl and freeze dried to afford the title compound as a white solid which was used without further purification. HPLC (max plot) 99.8% Rt 1.77 min. UPLC/MS: (MS+) 248.2 ([M+H]+). Run in CCO (EtOH). Starting materials: COC(C1=C(C=CC=C1)CC1CCN(CC1)C)=O (2-(1-methyl-piperidin-4-ylmethyl)-benzoic acid methyl ester), [OH-].[Na+] (NaOH), Cl (HCl). Product: CN1CCC(CC1)CC1=C(C(=O)O)C=CC=C1 (2-(1-methyl-piperidin-4-ylmethyl)-benzoic acid). Reaction conditions: temperature 60 celsius, time 4 hour. As a reaction SMILES: C[O:2][C:3](=[O:18])[C:4]1[CH:9]=[CH:8][CH:7]=[CH:6][C:5]=1[CH2:10][CH:11]1[CH2:16][CH2:15][N:14]([CH3:17])[CH2:13][CH2:12]1.[OH-].[Na+].Cl>CCO>[CH3:17][N:14]1[CH2:15][CH2:16][CH:11]([CH2:10][C:5]2[CH:6]=[CH:7][CH:8]=[CH:9][C:4]=2[C:3]([OH:18])=[O:2])[CH2:12][CH2:13]1 |f:1.2|. Reactants: BrCc1ccccc1, Cc1c(-c2ccccc2)[nH]c2cccc(Br)c12, CN(C)C=O. Yields the product Cc1c(-c2ccccc2)n(Cc2ccccc2)c2cccc(Br)c12. As a reaction SMILES: [Br:18][CH2:19][c:20]1[cH:21][cH:22][cH:23][cH:24][cH:25]1.[Br:1][c:2]1[c:3]2[c:4]([CH3:17])[c:5](-[c:11]3[cH:12][cH:13][cH:14][cH:15][cH:16]3)[nH:6][c:7]2[cH:8][cH:9][cH:10]1.[O:26]=[CH:27][N:28]([CH3:29])[CH3:30]>>[Br:1][c:2]1[c:3]2[c:4]([CH3:17])[c:5](-[c:11]3[cH:12][cH:13][cH:14][cH:15][cH:16]3)[n:6]([CH2:19][c:20]3[cH:21][cH:22][cH:23][cH:24][cH:25]3)[c:7]2[cH:8][cH:9][cH:10]1.